From a dataset of the Open Reaction Database (ORD), a public repository of structured organic reaction records. describe an organic reaction: reactants, conditions, products, and yield Starting materials: N(=[N+]=[N-])C1=C(C(=O)NC2=CC=C(C=C2)C(F)(F)F)C=CC(=C1)Br (2-Azido-4-bromo-N-(4-trifluoromethylphenyl)-benzamide), O=S(Cl)Cl (SOCl2). Product: BrC=1C=CC2=C(N(N=C2C1)C1=CC=C(C=C1)C(F)(F)F)Cl (6-Bromo-3-chloro-2-(4-trifluoromethylphenyl)-2H-indazole). The yield is 85.0%. Reaction SMILES: [N:1]([C:4]1[CH:22]=[C:21]([Br:23])[CH:20]=[CH:19][C:5]=1[C:6]([NH:8][C:9]1[CH:14]=[CH:13][C:12]([C:15]([F:18])([F:17])[F:16])=[CH:11][CH:10]=1)=O)=[N+]=[N-].O=S(Cl)[Cl:26]>>[Br:23][C:21]1[CH:20]=[CH:19][C:5]2[C:4]([CH:22]=1)=[N:1][N:8]([C:9]1[CH:14]=[CH:13][C:12]([C:15]([F:18])([F:17])[F:16])=[CH:11][CH:10]=1)[C:6]=2[Cl:26]. Procedure details: A solution of the product of Step 2 (3 g, 0.0078 mol) in SOCl2 (15 mL) was heated at reflux for 24 h. The mixture was then concentrated and the residue partitioned between ether (3×20 mL) and Na2CO3 solution (10 mL). The organic phase was separated, dried (MgSO4) and concentrated to give 2.5 g (85% yield) of product as a tan powder. 1H NMR (360 MHz, CDCl3): 7.25 (1H, d, J 8.9 Hz), 7.37 (1H, d, 8.9 Hz), 7.80-7.95 (5H, m). The reactants are O1CC\C(\C2=CC=CC=C12)=N/O ((4E)-2,3-dihydro-4H-chromen-4-one oxime), C(C)C1CCC2=C(C=CO2)C1=O (5-ethyl-6,7-dihydro-1-benzofuran-4(5H)-one). Product: C(C)C/1CCC2=C(C=CO2)\C1=N/O ((4Z)-5-ethyl-6,7-dihydro-1-benzofuran-4(5H)-one oxime). Reaction SMILES: O1C2C(=CC=CC=2)/C(=[N:11]/[OH:12])/CC1.[CH2:13]([CH:15]1[C:23](=O)[C:19]2[CH:20]=[CH:21][O:22][C:18]=2[CH2:17][CH2:16]1)[CH3:14]>>[CH2:13]([CH:15]1[CH2:16][CH2:17][C:18]2[O:22][CH:21]=[CH:20][C:19]=2/[C:23]/1=[N:11]\[OH:12])[CH3:14]. Reported procedure: Following the procedure for the preparation of (4E)-2,3-dihydro-4H-chromen-4-one oxime but substituting 5-ethyl-6,7-dihydro-1-benzofuran-4(5H)-one and making non-critical variations provided the title compound as a oil: MS (EI) m/z (rel. intensity) 179 (M+, 21), 162 (50), 151 (43), 135 (99), 134 (99), 107 (86), 106 (83), 84 (34), 79 (35), 52 (47), 51(48). HRMS (FAB) calcd for C10H13NO2+H 180.1024, found 180.1015. Starting materials: CCOC(=O)CNC, ClCCl, CCN=C=NCCCN(C)C, CCOC(C)=O, CCN(C(C)C)C(C)C, Cl, COc1cc(F)c(F)cc1-c1ccc(OCc2cccc(C(=O)O)c2)cc1, O. Yields the product CCOC(=O)CN(C)C(=O)c1cccc(COc2ccc(-c3cc(F)c(F)cc3OC)cc2)c1. As a reaction SMILES: [CH2:49]([CH3:50])[O:51][C:52]([CH2:53][NH:54][CH3:55])=[O:56].[CH2:57]([Cl:58])[Cl:59].[CH3:37][CH2:38][N:39]=[C:40]=[N:41][CH2:42][CH2:43][CH2:44][N:45]([CH3:46])[CH3:47].[CH3:61][CH2:62][O:63][C:64]([CH3:65])=[O:66].[CH:28]([N:29]([CH2:30][CH3:31])[CH:32]([CH3:33])[CH3:34])([CH3:35])[CH3:36].[ClH:48].[F:1][c:2]1[cH:3][c:4]([O:26][CH3:27])[c:5](-[c:9]2[cH:10][cH:11][c:12]([O:15][CH2:16][c:17]3[cH:18][c:19]([C:20](=[O:21])[OH:22])[cH:23][cH:24][cH:25]3)[cH:13][cH:14]2)[cH:6][c:7]1[F:8].[OH2:60]>>[F:1][c:2]1[cH:3][c:4]([O:26][CH3:27])[c:5](-[c:9]2[cH:10][cH:11][c:12]([O:15][CH2:16][c:17]3[cH:18][c:19]([C:20](=[O:21])[N:54]([CH2:53][C:52]([O:51][CH2:49][CH3:50])=[O:56])[CH3:55])[cH:23][cH:24][cH:25]3)[cH:13][cH:14]2)[cH:6][c:7]1[F:8].